This data is from the Open Reaction Database (ORD), a public repository of structured organic reaction records. The task is: describe an organic reaction: reactants, conditions, products, and yield The reactants are C(C)(=O)NC=1C=C2C(N(C(=NC2=CC1)NN)CC1=CC=CC=C1)=O (6-acetamido-3-benzyl-2-hydrazino-3,4-dihydro-quinazolin-4-one), C1(CCCC1)C(=O)Cl (cyclopentylformyl chloride). Run in C(C)(=O)O (acetic acid). Yields the product C(C)(=O)NC=1C=C2C(N(C=3N(C2=CC1)C(=NN3)C)CC3=CC=CC=C3)=O (7-acetamido-4-benzyl-1-methyl-4H-[1,2,4]triazolo[4,3-a]quinazolin-5-one). RXN SMILES: [C:1]([NH:4][C:5]1[CH:6]=[C:7]2[C:12](=[CH:13][CH:14]=1)[N:11]=[C:10]([NH:15][NH2:16])[N:9]([CH2:17][C:18]1[CH:23]=[CH:22][CH:21]=[CH:20][CH:19]=1)[C:8]2=[O:24])(=[O:3])[CH3:2].[CH:25]1(C(Cl)=O)CCC[CH2:26]1>C(O)(=O)C>[C:1]([NH:4][C:5]1[CH:6]=[C:7]2[C:12](=[CH:13][CH:14]=1)[N:11]1[C:25]([CH3:26])=[N:16][N:15]=[C:10]1[N:9]([CH2:17][C:18]1[CH:19]=[CH:20][CH:21]=[CH:22][CH:23]=1)[C:8]2=[O:24])(=[O:3])[CH3:2]. Reported procedure: 7.0 g (21.6 mmol) of 6-acetamido-3-benzyl-2-hydrazino-3,4-dihydro-quinazolin-4-one (synthesized according to a process described in patent application WO 00/66584) dissolved in glacial acetic acid are placed in a round-bottomed flask equipped with a stirrer and a condenser. Then, 3.15 g (23.8 mmol) of cyclopentylformyl chloride are added in a portionwise manner with stirring. The solution obtained is heated to reflux for 20 min. The solvent is evaporated off under vacuum and the residue is taken... Reactants: C(C)O (ethanol), COC1=CC=C(C=C1)C(CC)=O (p-methoxy-propiophenone), C(OCC)(OCC)OCC (triethyl orthoformate), C([O-])(O)=O (bicarbonate), ice. Reagents/catalysts: C1(=CC=C(C=C1)S(=O)(=O)O)C (p-toluenesulphonic acid). The solvent is C(C)N(CC)CC (triethylamine). Reaction conditions: time 22 hour. Yields the product C(C)OC(CC)(C1=CC=C(C=C1)OC)OCC (p-methoxy-propiophenone diethyl ketal). The yield is 21.0%. Reaction SMILES: [CH2:1]([OH:3])[CH3:2].[CH3:4][O:5][C:6]1[CH:11]=[CH:10][C:9]([C:12](=[O:15])[CH2:13][CH3:14])=[CH:8][CH:7]=1.C(OCC)(OCC)O[CH2:18][CH3:19].C(=O)(O)[O-]>C1(C)C=CC(S(O)(=O)=O)=CC=1.C(N(CC)CC)C>[CH2:1]([O:3][C:12]([O:15][CH2:18][CH3:19])([C:9]1[CH:10]=[CH:11][C:6]([O:5][CH3:4])=[CH:7][CH:8]=1)[CH2:13][CH3:14])[CH3:2]. Procedure: 40 ml of absolute ethanol and 0.75 g of p-toluenesulphonic acid are placed in a round flask which is fitted with a stirrer, thermometer, condenser and dropping funnel. Now, there are added dropwise within 15 minutes while stirring 120 g of p-methoxy-propiophenone and subsequently within 1 hour 108 g of triethyl orthoformate. The temperature is held below 3° C. The mixture is subsequently stirred for a further 22 hours at room temperature. The mixture is adjusted to pH 8 with 3.6 g of triethylami... The reactants are N1=CC(=CC=C1)CCN (2-(3-pyridyl)ethylamine), O1COC2=C1C=C(C=C2)C(=O)N[C@@H](C(=O)O)CC(C)C ((R)-2-(benzo[d][1,3]dioxole-6-carboxamido)-4-methylpentanoic acid). Product: CC(C[C@H](C(NCCC=1C=NC=CC1)=O)NC(=O)C1=CC2=C(OCO2)C=C1)C ((R)—N-(4-methyl-1-oxo-1-(2-(pyridin-3-yl)ethylamino)pentan-2-yl)benzo[d][1,3]-dioxole-5-carboxamide). RXN SMILES: [N:1]1[CH:6]=[CH:5][CH:4]=[C:3]([CH2:7][CH2:8][NH2:9])[CH:2]=1.[O:10]1[C:14]2[CH:15]=[C:16]([C:19]([NH:21][C@H:22]([CH2:26][CH:27]([CH3:29])[CH3:28])[C:23](O)=[O:24])=[O:20])[CH:17]=[CH:18][C:13]=2[O:12][CH2:11]1>>[CH3:28][CH:27]([CH3:29])[CH2:26][C@@H:22]([NH:21][C:19]([C:16]1[CH:17]=[CH:18][C:13]2[O:12][CH2:11][O:10][C:14]=2[CH:15]=1)=[O:20])[C:23](=[O:24])[NH:9][CH2:8][CH2:7][C:3]1[CH:2]=[N:1][CH:6]=[CH:5][CH:4]=1. Procedure: Prepared in a similar manner to example 13 using 2-(3-pyridyl)ethylamine and (R)-2-(benzo[d][1,3]dioxole-6-carboxamido)-4-methylpentanoic acid (example 13a). (MS M+384.2). The reactants are [BH4-], COc1ccc(COCCCC(O[Si](C)(C)C(C)(C)C)C(C)C(=O)N2C(=O)OCC2Cc2ccccc2)cc1, C1CCOC1, CO, [Li+], N#N. Product: COc1ccc(COCCCC(O[Si](C)(C)C(C)(C)C)C(C)CO)cc1. Reaction SMILES: [BH4-:1].[CH2:3]([CH:4]1[CH2:5][O:6][C:7](=[O:8])[N:9]1[C:16]([CH:17]([CH:18]([CH2:19][CH2:20][CH2:21][O:22][CH2:23][c:24]1[cH:25][cH:26][c:27]([O:30][CH3:31])[cH:28][cH:29]1)[O:32][Si:33]([CH3:34])([CH3:35])[C:36]([CH3:37])([CH3:38])[CH3:39])[CH3:40])=[O:41])[c:10]1[cH:11][cH:12][cH:13][cH:14][cH:15]1.[CH2:46]1[O:47][CH2:48][CH2:49][CH2:50]1.[CH3:42][OH:43].[Li+:2].[N:44]#[N:45]>>[CH2:16]([CH:17]([CH:18]([CH2:19][CH2:20][CH2:21][O:22][CH2:23][c:24]1[cH:25][cH:26][c:27]([O:30][CH3:31])[cH:28][cH:29]1)[O:32][Si:33]([CH3:34])([CH3:35])[C:36]([CH3:37])([CH3:38])[CH3:39])[CH3:40])[OH:41]. Starting materials: [OH-].[Na+] (NaOH), COCOC (dimethoxymethane), B(F)(F)F.CCOCC (boron trifluoride etherate), C1=CCCC1 (cyclopentene), C(C)(=O)N1CCNC2=C(C1)C=CC=C2 (4-Acetyl-2,3,4,5-tetrahydro-1H-1,4-benzodiazepine), C1=CCCC1 (cyclopentene), B(F)(F)F.CCOCC (boron trifluoride etherate), COCOC (Dimethoxymethane). Solvent: C(Cl)Cl (methylene chloride), C(Cl)Cl (methylene chloride). Run at temperature 0 celsius, time 30 minute. Product: C(C)(=O)N1CCN2CC3C(C4=CC=CC(=C24)C1)CCC3 (5-acetyl-4,5,6,7,9,9a,10,11,12,12a-decahydrocyclopenta[c][1,4]diazepino[6,7,1-ij]quinoline). Isolated yield 20.9%. As a reaction SMILES: COCOC.B(F)(F)F.[CH3:10]COCC.[C:15]([N:18]1[CH2:24][C:23]2[CH:25]=[CH:26][CH:27]=[CH:28][C:22]=2[NH:21][CH2:20][CH2:19]1)(=[O:17])[CH3:16].[CH:29]1[CH2:33][CH2:32][CH2:31][CH:30]=1.[OH-].[Na+]>C(Cl)Cl>[C:15]([N:18]1[CH2:24][C:23]2=[C:22]3[C:28](=[CH:27][CH:26]=[CH:25]2)[CH:30]2[CH2:31][CH2:32][CH2:33][CH:29]2[CH2:10][N:21]3[CH2:20][CH2:19]1)(=[O:17])[CH3:16] |f:1.2,5.6|. Reported procedure: Dimethoxymethane (34.9 mL, 394 mmol) was dissolved in methylene chloride (800 mL) and cooled to 0° C. in a ice bath. To this solution, boron trifluoride etherate (18.3 mL, 144 mmol) was added and the reaction was stirred for 30 minutes. Subsequently, a solution of 4-Acetyl-2,3,4,5-tetrahydro-1H-1,4-benzodiazepine (25 g, 131 mmol) in methylene chloride (500 mL) was added to the reaction through an addition funnel over several hours. During the course of this addition, cyclopentene (23.1 mL, 263 m... The reactants are CN(C)C=O, CO, N#Cc1c([N+](=O)[O-])cc(F)cc1[N+](=O)[O-]. Yields the product COc1cc([N+](=O)[O-])c(C#N)c([N+](=O)[O-])c1. As a reaction SMILES: [CH3:16][N:17]([CH:18]=[O:19])[CH3:20].[CH3:21][OH:22].[F:1][c:2]1[cH:3][c:4]([N+:13](=[O:14])[O-:15])[c:5]([C:6]#[N:7])[c:8]([N+:10](=[O:11])[O-:12])[cH:9]1>>[c:2]1([O:19][CH3:18])[cH:3][c:4]([N+:13](=[O:14])[O-:15])[c:5]([C:6]#[N:7])[c:8]([N+:10](=[O:11])[O-:12])[cH:9]1. Starting materials: C1(CCCCC1)N=C=O (cyclohexyl isocyanate), diamine, [N-]=C=O (isocyanate), NC1=C2C(=NCN1C1=CC(=CC=C1)N)OC=C2 (4-Amino-3-(3-aminophenyl)furo[2,3-d]pyrimidine). Yields the product NC1=C2C(=NCN1C1=CC(=CC=C1)NC(=O)NC1CCCCC1)OC=C2 (4-Amino-3-(3-((cyclohexyl)aminocarbonylamino)phenyl)furo[2,3-d]pyrimidine). Reaction SMILES: [CH:1]1([N:7]=[C:8]=[O:9])[CH2:6][CH2:5][CH2:4][CH2:3][CH2:2]1.[N-]=C=O.[NH2:13][C:14]1[N:19]([C:20]2[CH:25]=[CH:24][CH:23]=[C:22]([NH2:26])[CH:21]=2)[CH2:18][N:17]=[C:16]2[O:27][CH:28]=[CH:29][C:15]=12>>[NH2:13][C:14]1[N:19]([C:20]2[CH:25]=[CH:24][CH:23]=[C:22]([NH:26][C:8]([NH:7][CH:1]3[CH2:6][CH2:5][CH2:4][CH2:3][CH2:2]3)=[O:9])[CH:21]=2)[CH2:18][N:17]=[C:16]2[O:27][CH:28]=[CH:29][C:15]=12. Reported procedure: The compound was prepared following the procedure described in Example 232(b), using cyclohexyl isocyanate as the isocyanate of choice, and 4-Amino-3-(3-aminophenyl)furo[2,3-d]pyrimidine (10) as the diamine of choice. MS(ES) m/e 352 [M+H]+.